This data is from the Open Reaction Database (ORD), a public repository of structured organic reaction records. The task is: describe an organic reaction: reactants, conditions, products, and yield RXN SMILES: [CH3:34][OH:35].[OH:1][CH2:2][CH2:3][NH:4][c:5]1[n:6][c:7]([NH:16][c:17]2[cH:18][cH:19][c:20]([NH:23][C:24]([O:25][CH2:26][c:27]3[cH:28][cH:29][cH:30][cH:31][cH:32]3)=[O:33])[cH:21][cH:22]2)[c:8]2[n:9][cH:10][n:11]([CH2:14][CH3:15])[c:12]2[n:13]1>>[OH:1][CH2:2][CH2:3][NH:4][c:5]1[n:6][c:7]([NH:16][c:17]2[cH:18][cH:19][c:20]([NH2:23])[cH:21][cH:22]2)[c:8]2[n:9][cH:10][n:11]([CH2:14][CH3:15])[c:12]2[n:13]1. Starting materials: CO, CCn1cnc2c(Nc3ccc(NC(=O)OCc4ccccc4)cc3)nc(NCCO)nc21. Product: CCn1cnc2c(Nc3ccc(N)cc3)nc(NCCO)nc21. Reactants: NC1=C(C=C(C(=C1)C(F)(F)F)Cl)NC1=CC=C(C=N1)C(C)O ((6-{[2-amino-5-chloro-4-(trifluoromehyl)phenyl]amino}-3-pyridinyl}ethanol), C(CC)(=O)O (propionic acid), C(CC)(=O)OC(CC)=O (propionic anhydride). Conditions: temperature 120 celsius, time 15 hour. Product: ClC=1C(=CC2=C(N(C(=N2)CC)C2=CC=C(C=N2)CCOC(CC)=O)C1)C(F)(F)F (2-{6-[6-chloro-2-ethyl-5-(trifluoromehyl)-1H-benzimidazol-1-yl]-3-pyridinyl}ethylpropionate). RXN SMILES: [NH2:1][C:2]1[CH:7]=[C:6]([C:8]([F:11])([F:10])[F:9])[C:5]([Cl:12])=[CH:4][C:3]=1[NH:13][C:14]1[N:19]=[CH:18][C:17](C(O)C)=[CH:16][CH:15]=1.[C:23](O)(=O)[CH2:24][CH3:25].[C:28]([O:32][C:33](=O)[CH2:34]C)(=[O:31])[CH2:29][CH3:30]>>[Cl:12][C:5]1[C:6]([C:8]([F:9])([F:11])[F:10])=[CH:7][C:2]2[N:1]=[C:23]([CH2:24][CH3:25])[N:13]([C:14]3[N:19]=[CH:18][C:17]([CH2:34][CH2:33][O:32][C:28](=[O:31])[CH2:29][CH3:30])=[CH:16][CH:15]=3)[C:3]=2[CH:4]=1. Reported procedure: To (6-{[2-amino-5-chloro-4-(trifluoromehyl)phenyl]amino}-3-pyridinyl}ethanol (787 mg, 2.37 mmol, from step 5) was added propionic acid and propionic anhydride and stirred at 120° C. for 15 h. The mixture was quenched with NaOH and extracted with dichloromethane (3×30 ml). The organic layer was washed with brine, dried (MgSO4) and concentrated to give 5.26 g of title compound as orange oil. The reactants are C(C)OC(C(C=C(CCOC(C)=O)CBr)NC=O)=O (6-acetoxy-4-bromomethyl-2-formylamino-hex-3-enoic acid ethyl ester), P(OC(C)C)(OC(C)C)OC(C)C (triisopropyl phosphite). Run at time 19 hour. Yields the product C(C)OC(C(C=C(CCOC(C)=O)CP(=O)(OC(C)C)OC(C)C)NC=O)=O (6-acetoxy-4-diisopropylphosphonomethyl-2-formylamino-hex-3-enoic acid ethyl ester). As a reaction SMILES: [CH2:1]([O:3][C:4](=[O:19])[CH:5]([NH:16][CH:17]=[O:18])[CH:6]=[C:7]([CH2:14]Br)[CH2:8][CH2:9][O:10][C:11](=[O:13])[CH3:12])[CH3:2].[P:20]([O:29]C(C)C)([O:25][CH:26]([CH3:28])[CH3:27])[O:21][CH:22]([CH3:24])[CH3:23]>>[CH2:1]([O:3][C:4](=[O:19])[CH:5]([NH:16][CH:17]=[O:18])[CH:6]=[C:7]([CH2:14][P:20]([O:25][CH:26]([CH3:28])[CH3:27])([O:21][CH:22]([CH3:24])[CH3:23])=[O:29])[CH2:8][CH2:9][O:10][C:11](=[O:13])[CH3:12])[CH3:2]. Reported procedure: 8.7 g (25 mmol) of 6-acetoxy-4-bromomethyl-2-formylamino-hex-3-enoic acid ethyl ester and 21 ml (75 mmol) of triisopropyl phosphite (90%) are heated to from 80° to 90° C. and stirred for 19 hours under a pressure of approximately 100 mbar. The excess triisopropyl phosphite is distilled off and the evaporation residue is chromatographed on 150 g of silica gel with first ethyl acetate and then ethyl acetate/ethanol (9: 1) as eluants. 6-acetoxy-4-diisopropylphosphonomethyl-2-formylamino-hex-3-enoic... Starting materials: ClC1=CC2=C(C=N1)C(=NN2C(C2=CC=CC=C2)(C2=CC=CC=C2)C2=CC=CC=C2)C2CCC2 (6-chloro-3-cyclobutyl-1-trityl-1H-pyrazolo[4,3-c]pyridine), C(=O)(C(F)(F)F)O (TFA), C(CCC)NC(=O)N (1-butylurea), CC1(C2=C(C(=CC=C2)P(C3=CC=CC=C3)C4=CC=CC=C4)OC5=C(C=CC=C51)P(C6=CC=CC=C6)C7=CC=CC=C7)C (Xantphos), C(=O)([O-])[O-].[Cs+].[Cs+] (Cs2CO3). The reagents and catalysts are CC(=O)[O-].CC(=O)[O-].[Pd+2] (Pd(OAc)2). Run in O1CCOCC1 (dioxane). The product is C(CCC)NC(=O)NC1=CC2=C(C=N1)C(=NN2)C2CCC2 (1-butyl-3-(3-cyclobutyl-1H-pyrazolo[4,3-c]pyridin-6-yl)urea). RXN SMILES: Cl[C:2]1[N:7]=[CH:6][C:5]2[C:8]([CH:30]3[CH2:33][CH2:32][CH2:31]3)=[N:9][N:10](C(C3C=CC=CC=3)(C3C=CC=CC=3)C3C=CC=CC=3)[C:4]=2[CH:3]=1.[CH2:34]([NH:38][C:39]([NH2:41])=[O:40])[CH2:35][CH2:36][CH3:37].CC1(C)C2C(=C(P(C3C=CC=CC=3)C3C=CC=CC=3)C=CC=2)OC2C(P(C3C=CC=CC=3)C3C=CC=CC=3)=CC=CC1=2.C([O-])([O-])=O.[Cs+].[Cs+].C(O)(C(F)(F)F)=O>CC([O-])=O.CC([O-])=O.[Pd+2].O1CCOCC1>[CH2:34]([NH:38][C:39]([NH:41][C:2]1[N:7]=[CH:6][C:5]2[C:8]([CH:30]3[CH2:31][CH2:32][CH2:33]3)=[N:9][NH:10][C:4]=2[CH:3]=1)=[O:40])[CH2:35][CH2:36][CH3:37] |f:3.4.5,7.8.9|. Procedure details: In a manner similar to that described in Scheme 6 and Example 30, 6-chloro-3-cyclobutyl-1-trityl-1H-pyrazolo[4,3-c]pyridine was reacted with 1-butylurea, (Xantphos, Pd(OAc)2, Cs2CO3, dioxane, 80° C., overnight) and then deprotected with TFA to provide 1-butyl-3-(3-cyclobutyl-1H-pyrazolo[4,3-c]pyridin-6-yl)urea. MS ESI calc'd. for C15H21N5O[M+1]+ 288, found 288. Reactants: C(=O)(O)[O-].[Na+] (NaHCO3), Cl.FC1=CC=C(C=C1)C(CCCNC([C@H](CC(C)C)NC)=O)C1=CC=C(C=C1)F ((S)-4-Methyl-2-methylamino-pentanoic acid [4,4-bis-(4-fluoro-phenyl)-butyl]-amide monohydrochloride), CC(=CC=O)C (3-methyl-2-butenal), C(C)(=O)O[BH-](OC(C)=O)OC(C)=O.[Na+] (sodium triacetoxyborohydride). Solvent: C(Cl)Cl (CH2Cl2). Run at time 30 minute. The product is Cl.FC1=CC=C(C=C1)C(CCCNC([C@H](CC(C)C)N(CC=C(C)C)C)=O)C1=CC=C(C=C1)F ((S)-4-Methyl-2-[methyl-(3-methyl-but-2-enyl)-amino]-pentanoic acid [4,4-bis-(4-fluoro-phenyl)-butyl]-amide monohydrochloride). RXN SMILES: [ClH:1].[F:2][C:3]1[CH:8]=[CH:7][C:6]([CH:9]([C:23]2[CH:28]=[CH:27][C:26]([F:29])=[CH:25][CH:24]=2)[CH2:10][CH2:11][CH2:12][NH:13][C:14](=[O:22])[C@@H:15]([NH:20][CH3:21])[CH2:16][CH:17]([CH3:19])[CH3:18])=[CH:5][CH:4]=1.[CH3:30][C:31]([CH3:35])=[CH:32]C=O.[C:36](O[BH-](OC(=O)C)OC(=O)C)(=O)C.[Na+].C([O-])(O)=O.[Na+]>C(Cl)Cl>[ClH:1].[F:2][C:3]1[CH:4]=[CH:5][C:6]([CH:9]([C:23]2[CH:28]=[CH:27][C:26]([F:29])=[CH:25][CH:24]=2)[CH2:10][CH2:11][CH2:12][NH:13][C:14](=[O:22])[C@@H:15]([N:20]([CH3:36])[CH2:21][CH:30]=[C:31]([CH3:35])[CH3:32])[CH2:16][CH:17]([CH3:19])[CH3:18])=[CH:7][CH:8]=1 |f:0.1,3.4,5.6,8.9|. Procedure: (S)-4-Methyl-2-methylamino-pentanoic acid [4,4-bis-(4-fluoro-phenyl)-butyl]-amide monohydrochloride (0.25 g, 0.59 mmol, Example 12) and 3-methyl-2-butenal (50 mg, 0.59 mmol, Aldrich, Milwaukee, Wis.) were mixed in CH2Cl2 (10 mL). After stirring at ambient temperature under nitrogen atmosphere for 30 minutes, the solution was cooled to 0° C. in an ice-water bath. To this solution was added sodium triacetoxyborohydride (0.19 g, 0.88 mmol). The resulting reaction mixture was stirred for, in success... Reactants: C(CC(O)(C(=O)O)CC(=O)O)(=O)O (citric acid), [OH-].[Na+] (sodium hydroxide), ice, N([C@@H](CC1=CC=C(C=C1)OC(C)(C)C)C(=O)OC)C(=O)OCC1=CC=CC=C1 (Z-Tyr(But)-OMe). The solvent is CO (methanol), O (water). Conditions: time 1 hour. The product is N([C@@H](CC1=CC=C(C=C1)OC(C)(C)C)C(=O)O)C(=O)OCC1=CC=CC=C1 (Z-Tyr(But)-OH). As a reaction SMILES: [OH-].[Na+].[NH:3]([C:21]([O:23][CH2:24][C:25]1[CH:30]=[CH:29][CH:28]=[CH:27][CH:26]=1)=[O:22])[C@H:4]([C:17]([O:19]C)=[O:18])[CH2:5][C:6]1[CH:11]=[CH:10][C:9]([O:12][C:13]([CH3:16])([CH3:15])[CH3:14])=[CH:8][CH:7]=1.C(O)(=O)CC(CC(O)=O)(C(O)=O)O>CO.O>[NH:3]([C:21]([O:23][CH2:24][C:25]1[CH:26]=[CH:27][CH:28]=[CH:29][CH:30]=1)=[O:22])[C@H:4]([C:17]([OH:19])=[O:18])[CH2:5][C:6]1[CH:7]=[CH:8][C:9]([O:12][C:13]([CH3:16])([CH3:15])[CH3:14])=[CH:10][CH:11]=1 |f:0.1|. Procedure details: Aqueous sodium hydroxide (1 N, 15 ml, 15 mmoles) was added to an ice-cold solution of Z-Tyr(But)-OMe (3.85 g, 10 mmoles) in methanol (20 ml) and the mixture was stirred at 0° to 50° C. for one hr. After completion of the reaction, the solution was acidified with 10% aqueous citric acid, diluted with water (100 ml) and extracted with ethyl acetate. The organic layer was washed several times with water and dried over anhydrous sodium sulfate. Evaporation of the solvent gives Z-Tyr(But)-OH in quant... The reactants are Cl, CC(C)(C)OC(=O)N1CCC(CCN2C(=O)C3(COc4cc5c(cc43)OCO5)c3ccccc32)CC1, C1COCCO1. RXN SMILES: [ClH:37].[O:1]=[C:2]1[N:3]([CH2:22][CH2:23][CH:24]2[CH2:25][CH2:26][N:27]([C:30]([O:31][C:32]([CH3:33])([CH3:34])[CH3:35])=[O:36])[CH2:28][CH2:29]2)[c:4]2[cH:5][cH:6][cH:7][cH:8][c:9]2[C:10]12[CH2:11][O:12][c:13]1[c:14]2[cH:15][c:16]2[c:17]([cH:21]1)[O:18][CH2:19][O:20]2.[O:38]1[CH2:39][CH2:40][O:41][CH2:42][CH2:43]1>>[ClH:37].[O:1]=[C:2]1[N:3]([CH2:22][CH2:23][CH:24]2[CH2:25][CH2:26][NH:27][CH2:28][CH2:29]2)[c:4]2[cH:5][cH:6][cH:7][cH:8][c:9]2[C:10]12[CH2:11][O:12][c:13]1[c:14]2[cH:15][c:16]2[c:17]([cH:21]1)[O:18][CH2:19][O:20]2. Yields the product Cl, O=C1N(CCC2CCNCC2)c2ccccc2C12COc1cc3c(cc12)OCO3. The reactants are [Br-], CON(C)C(=O)c1cccc(-c2ccc3oc(CCN4CCCC4C)cc3c2)c1, Fc1cccc([Mg+])c1. The product is CC1CCCN1CCc1cc2cc(-c3cccc(C(=O)c4cccc(F)c4)c3)ccc2o1. RXN SMILES: [Br-:30].[CH3:1][O:2][N:3]([C:4]([c:5]1[cH:6][c:7](-[c:11]2[cH:12][cH:13][c:14]3[c:15]([cH:16][c:17]([CH2:19][CH2:20][N:21]4[CH:22]([CH3:26])[CH2:23][CH2:24][CH2:25]4)[o:18]3)[cH:27]2)[cH:8][cH:9][cH:10]1)=[O:28])[CH3:29].[F:31][c:32]1[cH:33][c:34]([Mg+:38])[cH:35][cH:36][cH:37]1>>[C:4]([c:5]1[cH:6][c:7](-[c:11]2[cH:12][cH:13][c:14]3[c:15]([cH:16][c:17]([CH2:19][CH2:20][N:21]4[CH:22]([CH3:26])[CH2:23][CH2:24][CH2:25]4)[o:18]3)[cH:27]2)[cH:8][cH:9][cH:10]1)(=[O:28])[c:34]1[cH:33][c:32]([F:31])[cH:37][cH:36][cH:35]1.